From a dataset of the Open Reaction Database (ORD), a public repository of structured organic reaction records. describe an organic reaction: reactants, conditions, products, and yield Reactants: C(C)(C)NC(C)C (diisopropylamine), C(#N)C(CC(=O)O)C1=CC=CC=C1 (3-Cyano-3-phenylpropanoic acid), C(C(=O)Cl)(=O)Cl (oxalyl chloride), [OH-].[K+] (KOH), salt. Run in C(C)OCC (diethyl ether), C1=CC=CC=C1 (benzene), 2-PrOH, C1=CC=CC=C1 (benzene), 2-PrOH. Conditions: temperature 80 celsius, time 2 hour. The product is C(C)(C)N(C(CC(C1=CC=CC=C1)C#N)=O)C(C)C (N,N-Diisopropyl-3-cyano-3-phenylpropanamide). Reaction SMILES: [C:1]([CH:3]([C:8]1[CH:13]=[CH:12][CH:11]=[CH:10][CH:9]=1)[CH2:4][C:5]([OH:7])=O)#[N:2].[OH-].[K+].C(Cl)(=O)C(Cl)=O.[CH:22]([NH:25][CH:26]([CH3:28])[CH3:27])([CH3:24])[CH3:23]>C1C=CC=CC=1.C(OCC)C>[CH:22]([N:25]([CH:26]([CH3:28])[CH3:27])[C:5](=[O:7])[CH2:4][CH:3]([C:1]#[N:2])[C:8]1[CH:13]=[CH:12][CH:11]=[CH:10][CH:9]=1)([CH3:24])[CH3:23] |f:1.2|. Procedure details: 3-Cyano-3-phenylpropanoic acid (67.7 g, 0.389 mol) was dissolved in 2-PrOH. To the filtered acid solution was carefully added KOH (18.4 g, 0.33 mol) dissolved in 2-PrOH (200 mL), diethyl ether (100 mL) was added and the precipitate was filtered off. The dried acid salt (51.9 g, 0.24 mol) was suspended in benzene (400 mL) and oxalyl chloride was carefully added. The reaction mixture was stirred at 80° C. for 2 hours. The solvent was evaporated and the residue was co-evaporated twice with benzene....